The task is: describe an organic reaction: reactants, conditions, products, and yield. This data is from the Open Reaction Database (ORD), a public repository of structured organic reaction records. Reactants: Cl(=O)[O-].[Na+] (sodium chlorite), P(=O)(O)([O-])[O-].[Na+].[Na+] (sodium hydrogen phosphate), FC=1C=CC(=C(C=O)C1)C(C[C@@](CC#C)(C(F)(F)F)O)(C)C (5-fluoro-2-((S)-3-hydroxy-1,1-dimethyl-3-trifluoromethylhex-5-ynyl)benzaldehyde), CC(C)=CC (2-methyl-2-butene). The solvent is O (water), C(C)(C)(C)O (tert-BuOH), C1CCOC1 (THF). Reaction conditions: time 8 hour. Product: FC=1C=CC(=C(C(=O)O)C1)C(C[C@@](CC#C)(C(F)(F)F)O)(C)C (5-fluoro-2-((S)-3-hydroxy-1,1-dimethyl-3-trifluoromethylhex-5-ynyl)benzoic acid). Isolated yield 102.9%. As a reaction SMILES: [F:1][C:2]1[CH:3]=[CH:4][C:5]([C:10]([CH3:22])([CH3:21])[CH2:11][C@:12]([OH:20])([C:16]([F:19])([F:18])[F:17])[CH2:13][C:14]#[CH:15])=[C:6]([CH:9]=1)[CH:7]=[O:8].CC(=CC)C.Cl([O-])=[O:29].[Na+].P([O-])([O-])(O)=O.[Na+].[Na+]>C(O)(C)(C)C.C1COCC1.O>[F:1][C:2]1[CH:3]=[CH:4][C:5]([C:10]([CH3:22])([CH3:21])[CH2:11][C@:12]([OH:20])([C:16]([F:18])([F:19])[F:17])[CH2:13][C:14]#[CH:15])=[C:6]([CH:9]=1)[C:7]([OH:29])=[O:8] |f:2.3,4.5.6|. Reported procedure: To a solution of 15 g (0.031 mol) of 5-fluoro-2-((S)-3-hydroxy-1,1-dimethyl-3-trifluoromethylhex-5-ynyl)benzaldehyde in 240 mL of tert-BuOH was added a solution of the 62 mL (0.124 mol) of 2-methyl-2-butene in THF (2 M). To this solution was added a solution of the 17.5 g of sodium chlorite (0.150 mol) and 42.8 g of sodium hydrogen phosphate (0.138 mol) in water. The reaction mixture was stirred overnight. The volatiles were removed in vacuo. The aqueous mixture was then acidified to pH=1 with 1... Reactants: Cl, O=C(NC1CN2CCC1CC2)c1cc2ccc(Br)cc2s1, [Na+], [Na+], O=C([O-])[O-], CN(C)C=O, OCc1ccccc1B(O)O. Product: Cl, O=C(NC1CN2CCC1CC2)c1cc2ccc(-c3ccccc3CO)cc2s1. As a reaction SMILES: [ClH:1].[N:2]12[CH2:3][CH:4]([NH:10][C:11](=[O:12])[c:13]3[s:14][c:15]4[c:16]([cH:17]3)[cH:18][cH:19][c:20]([Br:22])[cH:21]4)[CH:5]([CH2:6][CH2:7]1)[CH2:8][CH2:9]2.[Na+:34].[Na+:35].[O-:36][C:37](=[O:38])[O-:39].[O:40]=[CH:41][N:42]([CH3:43])[CH3:44].[OH:23][CH2:24][c:25]1[c:26]([B:31]([OH:32])[OH:33])[cH:27][cH:28][cH:29][cH:30]1>>[ClH:1].[N:2]12[CH2:3][CH:4]([NH:10][C:11](=[O:12])[c:13]3[s:14][c:15]4[c:16]([cH:17]3)[cH:18][cH:19][c:20](-[c:26]3[c:25]([CH2:24][OH:23])[cH:30][cH:29][cH:28][cH:27]3)[cH:21]4)[CH:5]([CH2:6][CH2:7]1)[CH2:8][CH2:9]2.